From a dataset of the Open Reaction Database (ORD), a public repository of structured organic reaction records. describe an organic reaction: reactants, conditions, products, and yield Starting materials: C(CCC)C(C(C)=O)C(C)=O (3-butyl-pentane-2,4-dione), NN (hydrazine). Run in C(C)O (ethanol). Yields the product C(CCC)C=1C(=NNC1C)C (4-butyl-3,5-dimethyl-1H-pyrazole). Isolated yield 102.6%. RXN SMILES: [CH2:1]([CH:5]([C:9](=O)[CH3:10])[C:6](=O)[CH3:7])[CH2:2][CH2:3][CH3:4].[NH2:12][NH2:13]>C(O)C>[CH2:1]([C:5]1[C:9]([CH3:10])=[N:12][NH:13][C:6]=1[CH3:7])[CH2:2][CH2:3][CH3:4]. Procedure details: At room temperature, to a mixture of 3-butyl-pentane-2,4-dione 7 g and ethanol 70 ml was added hydrazine one hydrate 3.3 g and the resulting mixture was stirred for twelve hours. The reaction mixture was subjected to a silica gel column chromatography to give 4-butyl-3,5-dimethyl-1H-pyrazole 7 g. Starting materials: Nc1ccc(Br)cn1, CC1(C)COB(c2ccc(NC(=O)c3nc(C#N)cn3COCC[Si](C)(C)C)c(C3=CCCCC3)c2)OC1, O=C([O-])[O-], C1COCCO1, CCOC(C)=O, [Na+], [Na+], c1ccc(P(c2ccccc2)(c2ccccc2)[Pd](P(c2ccccc2)(c2ccccc2)c2ccccc2)(P(c2ccccc2)(c2ccccc2)c2ccccc2)P(c2ccccc2)(c2ccccc2)c2ccccc2)cc1. The product is C[Si](C)(C)CCOCn1cc(C#N)nc1C(=O)Nc1ccc(-c2ccc(N)nc2)cc1C1=CCCCC1. As a reaction SMILES: [Br:39][c:40]1[cH:41][cH:42][c:43]([NH2:46])[n:44][cH:45]1.[C:1]1([c:7]2[c:8]([NH:21][C:22](=[O:23])[c:24]3[n:25]([CH2:31][O:32][CH2:33][CH2:34][Si:35]([CH3:36])([CH3:37])[CH3:38])[cH:26][c:27]([C:29]#[N:30])[n:28]3)[cH:9][cH:10][c:11]([B:13]3[O:14][CH2:15][C:16]([CH3:17])([CH3:18])[CH2:19][O:20]3)[cH:12]2)=[CH:2][CH2:3][CH2:4][CH2:5][CH2:6]1.[C:47](=[O:48])([O-:49])[O-:50].[CH2:59]1[O:60][CH2:61][CH2:62][O:63][CH2:64]1.[CH3:53][CH2:54][O:55][C:56]([CH3:57])=[O:58].[Na+:51].[Na+:52].[cH:65]1[cH:66][cH:67][c:68]([P:69]([Pd:70]([P:71]([c:72]2[cH:73][cH:74][cH:75][cH:76][cH:77]2)([c:78]2[cH:79][cH:80][cH:81][cH:82][cH:83]2)[c:84]2[cH:85][cH:86][cH:87][cH:88][cH:89]2)([P:90]([c:91]2[cH:92][cH:93][cH:94][cH:95][cH:96]2)([c:97]2[cH:98][cH:99][cH:100][cH:101][cH:102]2)[c:103]2[cH:104][cH:105][cH:106][cH:107][cH:108]2)[P:109]([c:110]2[cH:111][cH:112][cH:113][cH:114][cH:115]2)([c:116]2[cH:117][cH:118][cH:119][cH:120][cH:121]2)[c:122]2[cH:123][cH:124][cH:125][cH:126][cH:127]2)([c:128]2[cH:129][cH:130][cH:131][cH:132][cH:133]2)[c:134]2[cH:135][cH:136][cH:137][cH:138][cH:139]2)[cH:140][cH:141]1>>[C:1]1([c:7]2[c:8]([NH:21][C:22](=[O:23])[c:24]3[n:25]([CH2:31][O:32][CH2:33][CH2:34][Si:35]([CH3:36])([CH3:37])[CH3:38])[cH:26][c:27]([C:29]#[N:30])[n:28]3)[cH:9][cH:10][c:11](-[c:40]3[cH:41][cH:42][c:43]([NH2:46])[n:44][cH:45]3)[cH:12]2)=[CH:2][CH2:3][CH2:4][CH2:5][CH2:6]1. Reactants: COC(=O)c1ccccc1S(=O)(=O)Nc1ccc(F)cc1C(F)(F)F, [Na+], C1COCCO1, [OH-]. Product: O=C(O)c1ccccc1S(=O)(=O)Nc1ccc(F)cc1C(F)(F)F. RXN SMILES: [CH3:1][O:2][C:3]([c:4]1[c:5]([S:10]([NH:11][c:12]2[c:13]([C:19]([F:20])([F:21])[F:22])[cH:14][c:15]([F:18])[cH:16][cH:17]2)(=[O:23])=[O:24])[cH:6][cH:7][cH:8][cH:9]1)=[O:25].[Na+:27].[O:28]1[CH2:29][CH2:30][O:31][CH2:32][CH2:33]1.[OH-:26]>>[O:2]=[C:3]([c:4]1[c:5]([S:10]([NH:11][c:12]2[c:13]([C:19]([F:20])([F:21])[F:22])[cH:14][c:15]([F:18])[cH:16][cH:17]2)(=[O:23])=[O:24])[cH:6][cH:7][cH:8][cH:9]1)[OH:25]. Run in ClC(C)Cl (dichloroethane). Yields the product ONC(=O)C1=CC2=C(S1)C=CC(=C2)CNCC2=CC(=CC=C2)OC (5-[(3-methoxy-benzylamino)-methyl]-benzo[b]thiophene-2-carboxylic acid hydroxyamide). Starting materials: C(=O)(O)[O-].[Na+] (NaHCO3), C[O-].[Na+] (NaOMe), C(C)OC(=O)C1=CC2=C(S1)C=CC(=C2)C=O (5-formyl-benzo[b]thiophene-2-carboxylic acid ethyl ester), COC=1C=C(CN)C=CC1 (3-methoxy-benzylamine), C(C)(=O)O[BH-](OC(C)=O)OC(C)=O.[Na+] (sodium triacetoxyborohydride), C(C)(=O)O (acetic acid), Cl.NO (hydroxylamine hydrochloride). Procedure: To a solution of 5-formyl-benzo[b]thiophene-2-carboxylic acid ethyl ester (85 mg, 0.36 mmol) and 3-methoxy-benzylamine (60 μL, 0.46 mmol) in anhydrous dichloroethane (5 mL) were added sodium triacetoxyborohydride (230 mg, 1.08 mmol) and acetic acid (20 μL, 0.35 mmol). After the reaction was complete, 4 mL of saturated NaHCO3 was added. The organic was separated, washed with 4 mL of water and then concentrated. After drying under high vacuum, the residue was dissolved in anhydrous MeOH (5 mL) and... RXN SMILES: C(O[C:4]([C:6]1[S:10][C:9]2[CH:11]=[CH:12][C:13]([CH:15]=O)=[CH:14][C:8]=2[CH:7]=1)=[O:5])C.[CH3:17][O:18][C:19]1[CH:20]=[C:21]([CH:24]=[CH:25][CH:26]=1)[CH2:22][NH2:23].C(O[BH-](OC(=O)C)OC(=O)C)(=O)C.[Na+].C(O)(=O)C.C([O-])(O)=O.[Na+].Cl.[NH2:51][OH:52].C[O-].[Na+]>ClC(Cl)C>[OH:52][NH:51][C:4]([C:6]1[S:10][C:9]2[CH:11]=[CH:12][C:13]([CH2:15][NH:23][CH2:22][C:21]3[CH:24]=[CH:25][CH:26]=[C:19]([O:18][CH3:17])[CH:20]=3)=[CH:14][C:8]=2[CH:7]=1)=[O:5] |f:2.3,5.6,7.8,9.10|. The reactants are O=C1CCC(=O)N1Cl, N#Cc1ccc2[nH]ccc2c1C(F)(F)F, CN(C)C=O. As a reaction SMILES: [Cl:16][N:17]1[C:18](=[O:19])[CH2:20][CH2:21][C:22]1=[O:23].[F:1][C:2]([c:3]1[c:4]2[cH:5][cH:6][nH:7][c:8]2[cH:9][cH:10][c:11]1[C:12]#[N:13])([F:14])[F:15].[O:24]=[CH:25][N:26]([CH3:27])[CH3:28]>>[F:1][C:2]([c:3]1[c:4]2[c:5]([Cl:16])[cH:6][nH:7][c:8]2[cH:9][cH:10][c:11]1[C:12]#[N:13])([F:14])[F:15]. The product is N#Cc1ccc2[nH]cc(Cl)c2c1C(F)(F)F.